Dataset: the Open Reaction Database (ORD), a public repository of structured organic reaction records. Task: describe an organic reaction: reactants, conditions, products, and yield Reactants: ClC1=CC(=C(/C=C/C(=O)OC)C=C1)NS(=O)(=O)C1=CC=CC=C1 (methyl trans 4-chloro-2-(phenylsulfonylamino)cinnamate), C(C1=CC=CC=C1)OC=1C=C(C(CBr)=O)C=CC1 (3-benzyloxyphenacyl bromide). The product is COC(CC1=C(NC2=CC(=CC=C12)Cl)C(C1=CC(=CC=C1)OCC1=CC=CC=C1)=O)=O (Methyl[6-chloro-2-(3-benzyloxybenzoyl)-1H-indol-3-yl]acetate). Reaction SMILES: [Cl:1][C:2]1[CH:13]=[CH:12][C:5](/[CH:6]=[CH:7]/[C:8]([O:10][CH3:11])=[O:9])=[C:4]([NH:14]S(C2C=CC=CC=2)(=O)=O)[CH:3]=1.[CH2:24]([O:31][C:32]1[CH:33]=[C:34]([CH:39]=[CH:40][CH:41]=1)[C:35](=[O:38])[CH2:36]Br)[C:25]1[CH:30]=[CH:29][CH:28]=[CH:27][CH:26]=1>>[CH3:11][O:10][C:8](=[O:9])[CH2:7][C:6]1[C:5]2[C:4](=[CH:3][C:2]([Cl:1])=[CH:13][CH:12]=2)[NH:14][C:36]=1[C:35](=[O:38])[C:34]1[CH:39]=[CH:40][CH:41]=[C:32]([O:31][CH2:24][C:25]2[CH:30]=[CH:29][CH:28]=[CH:27][CH:26]=2)[CH:33]=1. Procedure details: The title compound was prepared according to the procedure described in Example 57 from methyl trans 4-chloro-2-(phenylsulfonylamino)cinnamate (step 1 of Example 8, Method A) and 3-benzyloxyphenacyl bromide (A. Hernandez et al., J. Org. Chem., 1994, 59, 1058). Reactants: CC1=C(C=O)C=CC(=C1)[N+](=O)[O-] (2-Methyl-4-nitrobenzaldehyde), C([O-])([O-])=O.[K+].[K+] (potassium carbonate), S(=O)(=O)(C1=CC=C(C)C=C1)C[N+]#[C-] (Tosylmethylisocyanide). Run in CO (methanol). Product: [N+](=O)([O-])C1=CC(=C(C=C1)C1=CN=CO1)C (5-(4-nitro-2-methylphenyl)oxazole). Isolated yield 100.8%. Reaction SMILES: [CH3:1][C:2]1[CH:9]=[C:8]([N+:10]([O-:12])=[O:11])[CH:7]=[CH:6][C:3]=1[CH:4]=[O:5].C(=O)([O-])[O-].[K+].[K+].S([CH2:29][N+:30]#[C-:31])(C1C=CC(C)=CC=1)(=O)=O>CO>[N+:10]([C:8]1[CH:7]=[CH:6][C:3]([C:4]2[O:5][CH:31]=[N:30][CH:29]=2)=[C:2]([CH3:1])[CH:9]=1)([O-:12])=[O:11] |f:1.2.3|. Procedure details: 2Bromo-5-nitrotoluene (1.0 g, 4.54 mmol) and vinyltributyl tin (1.59 g, 4.99 mmol) were dissolved in toluene (25 mL) under argon. Palladium dibenzylidene acetone (4.15 g, 0.455 mmol) and triphenylphosphine (488 mg, 1.86 mmol) was added and the reaction refluxed overnight. The solvent was evaporated and the residue dissolved in 200 mL of methylene chloride and washed with 10% ammonium hydroxide, water, and brine. The organic layer was dried over magnesium sulfate, filtered and concentrated. The c... Reactants: ClC1=C(C=C(C=C1[N+](=O)[O-])C(F)(F)F)[N+](=O)[O-] (1-chloro-2,6-dinitro-4-(trifluoromethyl)benzene), C(CC)NCCC (di-n-propylamine). Product: C(CC)N(C1=C(C=C(C=C1[N+](=O)[O-])C(F)(F)F)[N+](=O)[O-])CCC (N,N-di-n-propyl-2,6-dinitro-4-(trifluoromethyl)aniline). RXN SMILES: Cl[C:2]1[C:7]([N+:8]([O-:10])=[O:9])=[CH:6][C:5]([C:11]([F:14])([F:13])[F:12])=[CH:4][C:3]=1[N+:15]([O-:17])=[O:16].[CH2:18]([NH:21][CH2:22][CH2:23][CH3:24])[CH2:19][CH3:20]>>[CH2:18]([N:21]([CH2:22][CH2:23][CH3:24])[C:2]1[C:7]([N+:8]([O-:10])=[O:9])=[CH:6][C:5]([C:11]([F:14])([F:13])[F:12])=[CH:4][C:3]=1[N+:15]([O-:17])=[O:16])[CH2:19][CH3:20]. Procedure details: Each of two samples of the treated 1-chloro-2,6-dinitro-4-(trifluoromethyl)benzene was reacted with di-n-propylamine, yielding N,N-di-n-propyl-2,6-dinitro-4-(trifluoromethyl)aniline. Each product was analyzed for N-nitroso-N,N-di-n-propylamine by each of three different analytical laboratories (twice, in the GC-TEA method). The results were as follows. The reactants are C1COCCN1, COc1cc2c(Oc3ccc4[nH]cc(C)c4c3)ncnc2cc1OCC1CO1, CN(C)C=O. As a reaction SMILES: [CH2:29]1[CH2:30][O:31][CH2:32][CH2:33][NH:34]1.[CH3:1][O:2][c:3]1[cH:4][c:5]2[c:6]([O:18][c:19]3[cH:20][c:21]4[c:22]([CH3:28])[cH:23][nH:24][c:25]4[cH:26][cH:27]3)[n:7][cH:8][n:9][c:10]2[cH:11][c:12]1[O:13][CH2:14][CH:15]1[O:16][CH2:17]1.[O:35]=[CH:36][N:37]([CH3:38])[CH3:39]>>[CH3:1][O:2][c:3]1[cH:4][c:5]2[c:6]([O:18][c:19]3[cH:20][c:21]4[c:22]([CH3:28])[cH:23][nH:24][c:25]4[cH:26][cH:27]3)[n:7][cH:8][n:9][c:10]2[cH:11][c:12]1[O:13][CH2:14][CH:15]([OH:16])[CH2:17][N:34]1[CH2:29][CH2:30][O:31][CH2:32][CH2:33]1. The product is COc1cc2c(Oc3ccc4[nH]cc(C)c4c3)ncnc2cc1OCC(O)CN1CCOCC1.